Dataset: the Open Reaction Database (ORD), a public repository of structured organic reaction records. Task: describe an organic reaction: reactants, conditions, products, and yield Reactants: C(C)OC(CCN1C(NC(C(=C1)C#N)=O)=O)(C)OCC (1-(3,3-Diethoxy-butyl)-2,4-dioxo-1,2,3,4-tetrahydro-pyrimidine-5-carbonitrile), O1CCOCC1 (dioxane). Conditions: temperature 60 celsius. Yields the product O=C1N(C=C(C(N1)=O)C#N)CCCC=O (2,4-Dioxo-1-(4-oxo-butyl)-1,2,3,4-tetrahydro-pyrimidine-5-carbonitrile). RXN SMILES: C(O[C:4](OCC)([CH3:17])[CH2:5][CH2:6][N:7]1[CH:12]=[C:11]([C:13]#[N:14])[C:10](=[O:15])[NH:9][C:8]1=[O:16])C.[O:21]1CCOCC1>>[O:16]=[C:8]1[NH:9][C:10](=[O:15])[C:11]([C:13]#[N:14])=[CH:12][N:7]1[CH2:6][CH2:5][CH2:4][CH:17]=[O:21]. Procedure details: 1-(3,3-Diethoxy-butyl)-2,4-dioxo-1,2,3,4-tetrahydro-pyrimidine-5-carbonitrile (Prep 54, 200 mg, 0.71 mmol) was dissolved in dioxane (8 mL) and 1N HClaq (1 mL) was added. The mixture was warmed at 60° C. for 20 minutes. The solvents were evaporated, the residue was submitted to lyophilization, to give 150 mg of the title compound that was used in the next step without further purification (quantitative yield). Reactants: C1(CC1)COC=1C=C2C=C(C(=NC2=CC1)NCCNC(C)=O)CO (N-(2-(6-(cyclopropylmethoxy)-3-(hydroxymethyl)quinolin-2-ylamino)ethyl)acetamide), C1(CC1)COC=1C=C2C=C(C(=NC2=CC1)NCCNC(C)=O)CO (N-(2-(6-(Cyclopropylmethoxy)-3-(hydroxymethyl)quinolin-2-ylamino)ethyl)acetamide), O=S(Cl)Cl (SOCl2). Run in C(Cl)Cl (CH2Cl2). Reaction conditions: time 2 hour. Yields the product Cl.ClCC=1C(=NC2=CC=C(C=C2C1)OCC1CC1)NCCNC(C)=O (N-(2-(3-(Chloromethyl)-6-(cyclopropylmethoxy)quinolin-2-ylamino)ethyl)acetamide hydrochloride). Isolated yield 100.0%. RXN SMILES: [CH:1]1([CH2:4][O:5][C:6]2[CH:7]=[C:8]3[C:13](=[CH:14][CH:15]=2)[N:12]=[C:11]([NH:16][CH2:17][CH2:18][NH:19][C:20](=[O:22])[CH3:21])[C:10]([CH2:23]O)=[CH:9]3)[CH2:3][CH2:2]1.O=S(Cl)[Cl:27]>C(Cl)Cl>[ClH:27].[Cl:27][CH2:23][C:10]1[C:11]([NH:16][CH2:17][CH2:18][NH:19][C:20](=[O:22])[CH3:21])=[N:12][C:13]2[C:8]([CH:9]=1)=[CH:7][C:6]([O:5][CH2:4][CH:1]1[CH2:3][CH2:2]1)=[CH:15][CH:14]=2 |f:3.4|. Reported procedure: To a stirred solution of N-(2-(6-(cyclopropylmethoxy)-3-(hydroxymethyl)quinolin-2-ylamino)ethyl)acetamide SLA 47096A (0.374 g, 1.1 mmol) in dry CH2Cl2 (11 mL) in a 25 mL round-bottomed flask equipped with a magnetic stirrer was added dropwise SOCl2 (1.65 mL, 22.7 mmol). The mixture was stirred for 2 h at RT then concentrated to dryness at 40° C. under vacuum. The residue was then taken up in CH2Cl2 (20 mL) before concentration back to dryness at 40° C. under vacuum (done 3 times) to give N-(2-(3... Reactants: CCCCCC (hexane), [H-].[K+] (potassium hydride), S(=O)(=O)(OC[C@@H]1CO1)C1=CC=C([N+](=O)[O-])C=C1 ((S)-glycidyl nosylate), OC1=CC=CC=2C(C3=CC=CC=C3C12)=O (4-hydroxy-9-fluorenone). The solvent is C1CCOC1 (THF). Conditions: time 8 hour. Product: O1[C@@H](C1)COC1=CC=CC=2C(C3=CC=CC=C3C12)=O (4-[(2S)-Oxiranylmethoxy]-9-fluorenone). Isolated yield 16.6%. RXN SMILES: CCCCCC.[H-].[K+].[OH:9][C:10]1[C:22]2[C:21]3[C:16](=[CH:17][CH:18]=[CH:19][CH:20]=3)[C:15](=[O:23])[C:14]=2[CH:13]=[CH:12][CH:11]=1.S(C1C=CC([N+]([O-])=O)=CC=1)(O[CH2:28][C@H:29]1[O:31][CH2:30]1)(=O)=O>C1COCC1>[O:31]1[CH2:30][C@H:29]1[CH2:28][O:9][C:10]1[C:22]2[C:21]3[C:16](=[CH:17][CH:18]=[CH:19][CH:20]=3)[C:15](=[O:23])[C:14]=2[CH:13]=[CH:12][CH:11]=1 |f:1.2|. Reported procedure: A stirred suspension of hexane washed potassium hydride (0.204 g, 5 mmol) in THF was treated in one portion with 4-hydroxy-9-fluorenone (1.0 g, 5.1 mmol). To the purple suspension was added (S)-glycidyl nosylate (1.0 g, 5 mmol) and the mixture was stirred at ambient temperature overnight. The reaction was partitioned with EtOAc. The organic phase was washed with H2O, brine and dried (Na2SO4). The solvent was removed in vacuo to provide crude product. Purification by flash chromatography (CH2Cl2-...